Dataset: the Open Reaction Database (ORD), a public repository of structured organic reaction records. Task: describe an organic reaction: reactants, conditions, products, and yield Starting materials: ClC=1C(=NC(=C(C1Cl)Cl)Cl)C(=O)O (3,4,5,6-tetrachloropicolinic acid), NiCl2.6H2O, N1=C(C=CC=C1)C1=NC=CC=C1 (2,2′-bipyridine), CN(C)C=O (DMF). The reagents and catalysts are [Zn] (zinc). Solvent: O (water). Conditions: time 5 minute. The product is ClC1=CC(=NC(=C1Cl)Cl)C(=O)O (4,5,6-trichloropicolinic Acid). Yield: 133.1%. As a reaction SMILES: N1C=CC=CC=1C1C=CC=CN=1.CN(C=O)C.Cl[C:19]1[C:20]([C:28]([OH:30])=[O:29])=[N:21][C:22]([Cl:27])=[C:23]([Cl:26])[C:24]=1[Cl:25]>[Zn].O>[Cl:25][C:24]1[C:23]([Cl:26])=[C:22]([Cl:27])[N:21]=[C:20]([C:28]([OH:30])=[O:29])[CH:19]=1. Procedure: A 100 mL round bottom flask equipped with a magnetic stir bar was charged with NiCl2.6H2O (105 mg, 0.442 mmol), 2,2′-bipyridine (150 mg, 0.960 mmol), DMF (15 mL) and water (2 mL). The resulting mixture was allowed to stir for 5 min, and then zinc dust (2.006 g, 30.7 mmol) was added. The reaction mixture was allowed to stir at ambient temperature for 15 min until a very dark blue/black solution was present. Solid 3,4,5,6-tetrachloropicolinic acid (2.017 g, 7.7 mmol) was added through the top of t... The reactants are CC1(N=C(OC1)C1=C(C=C2C(=C1)OCO2)C2(CCN(CC2)C)O)C (4-[2-(4,4-dimethyl-2-oxazolin-2-yl)-4,5-methylenedioxyphenyl]-4-hydroxy-1-methylpiperidine), Cl (hydrochloric acid). Yields the product CN1CCC2(CC1)OC(C1=CC3=C(C=C12)OCO3)=O (1,3-dihydro-1'-methyl-5,6-methylenedioxyspiro[isobenzofuran-1,4'-piperidine]-3-one). Reaction SMILES: CC1(C)C[O:5][C:4]([C:7]2[CH:12]=[C:11]3[O:13][CH2:14][O:15][C:10]3=[CH:9][C:8]=2[C:16]2([OH:23])[CH2:21][CH2:20][N:19]([CH3:22])[CH2:18][CH2:17]2)=N1.Cl>>[CH3:22][N:19]1[CH2:20][CH2:21][C:16]2([C:8]3[C:7](=[CH:12][C:11]4[O:13][CH2:14][O:15][C:10]=4[CH:9]=3)[C:4](=[O:5])[O:23]2)[CH2:17][CH2:18]1. Reported procedure: Treatment of 4-[2-(4,4-dimethyl-2-oxazolin-2-yl)-4,5-methylenedioxyphenyl]-4-hydroxy-1-methylpiperidine with hydrochloric acid by the method described in Example 1d provides 1,3-dihydro-1'-methyl-5,6-methylenedioxyspiro[isobenzofuran-1,4'-piperidine]-3-one. Reactants: [H][H] (hydrogen), [H][H] (hydrogen), N1(C=NC=C1)C1=C(C=NC=C1)[N+](=O)[O-] (4-(1-Imidazolyl)-3-nitropyridine). Reagents/catalysts: [C].[Pd] (palladium-carbon). Run in C(C)O (ethanol). Run at time 3 day. Product: NC=1C=NC=CC1N1C=NC=C1 (3-Amino-4-(1-imidazolyl)pyridine). Yield: 91.9%. RXN SMILES: [N:1]1([C:6]2[CH:11]=[CH:10][N:9]=[CH:8][C:7]=2[N+:12]([O-])=O)[CH:5]=[CH:4][N:3]=[CH:2]1.[H][H]>C(O)C.[C].[Pd]>[NH2:12][C:7]1[CH:8]=[N:9][CH:10]=[CH:11][C:6]=1[N:1]1[CH:5]=[CH:4][N:3]=[CH:2]1 |f:3.4|. Procedure details: 4-(1-Imidazolyl)-3-nitropyridine (2.10 g, 11.0 mmol) was dissolved in 20 ml of ethanol. After the atmosphere was replaced with nitrogen, 0.25 g of 10% palladium-carbon was added thereto. After the atmosphere was replaced with hydrogen, hydrogen addition was conducted with stirring at room temperature for 3 days. Palladium-carbon was removed by filtration and the filtered cake was washed with ethanol. The filtrate and the washings were combined and then concentrated. The residue was purified by s...